This data is from the Open Reaction Database (ORD), a public repository of structured organic reaction records. The task is: describe an organic reaction: reactants, conditions, products, and yield Starting materials: C(C)OC(=O)Cl (ethylchloroformate), C(C1=CC=CC=C1)N1CCC(CC1)OC1=CC=C(C=C1)Cl (1-benzyl-4-(p-chlorophenoxy)piperidine). Solvent: C1=CC=CC=C1 (benzene). Yields the product C(C)OC(=O)N1CCCCC1 (N-ethoxycarbonylpiperidine). Reaction SMILES: [CH2:1]([O:3][C:4](Cl)=[O:5])[CH3:2].C([N:14]1[CH2:19][CH2:18][CH:17](OC2C=CC(Cl)=CC=2)[CH2:16][CH2:15]1)C1C=CC=CC=1>C1C=CC=CC=1>[CH2:1]([O:3][C:4]([N:14]1[CH2:19][CH2:18][CH2:17][CH2:16][CH2:15]1)=[O:5])[CH3:2]. Procedure: 12.1 ml. of ethylchloroformate are added to a solution of 19.4 g of 1-benzyl-4-(p-chlorophenoxy)piperidine in 220 ml. of benzene and the solution is refluxed for 18 hours. The benzene and benzylchloride is removed under reduced pressure to give the N-ethoxycarbonylpiperidine as an uncrystallizable yellow oil. The N-ethoxycarbonylpiperidine is dissolved in 210 ml. of ethanol and 130 ml. of 45% aqueous potassium hydroxide are added. The solution is refluxed for 12 hours under nitrogen, cooled, mos...